From a dataset of the Open Reaction Database (ORD), a public repository of structured organic reaction records. describe an organic reaction: reactants, conditions, products, and yield Starting materials: [OH-].[K+] (KOH), C(C)OC(=O)C=1N(C(=NC1)C#N)COCC[Si](C)(C)C (2-cyano-3-(2-trimethylsilanyl-ethoxymethyl)-3H-imidazole-4-carboxylic acid ethyl ester), Cl (HCl). Solvent: CCO.O (EtOH H2O). Reaction conditions: time 8 hour. Yields the product C(N)(=O)C1=NC=C(N1COCC[Si](C)(C)C)C(=O)O (2-Carbamoyl-3-(2-trimethylsilanyl-ethoxymethyl)-3H-imidazole-4-carboxylic acid). Isolated yield 88.0%. As a reaction SMILES: C([O:3][C:4]([C:6]1[N:7]([CH2:13][O:14][CH2:15][CH2:16][Si:17]([CH3:20])([CH3:19])[CH3:18])[C:8]([C:11]#[N:12])=[N:9][CH:10]=1)=[O:5])C.[OH-:21].[K+].Cl>CCO.O>[C:11]([C:8]1[N:7]([CH2:13][O:14][CH2:15][CH2:16][Si:17]([CH3:20])([CH3:19])[CH3:18])[C:6]([C:4]([OH:3])=[O:5])=[CH:10][N:9]=1)(=[O:21])[NH2:12] |f:1.2,4.5|. Reported procedure: To a solution of 2-cyano-3-(2-trimethylsilanyl-ethoxymethyl)-3H-imidazole-4-carboxylic acid ethyl ester (prepared in the previous step)(0.28 g, 0.95 mmol) in 10 mL of 50% EtOH/H2O was added a 2 N KOH soln (0.95 mL, 1.9 mmol) and the mixture stirred for 8 h at RT. The pH was adjusted to 4 with 3 N HCl and the ppt was collected and dried to give 0.24 g (88%) of a white solid. 1H-NMR (DMSO-d6, 400 MHz): δ 13.39 (s, 1H), 8.19 (s, 1H), 7.90 (s, 1H), 7.76 (s, 1H), 6.29 (s, 2H), 3.57 (t, J=7.8 Hz, 2H),... Yield: 63.0%. Procedure: 1,2-Dibromoethane (1.6 ml, 18.6 mmol) was added to 7-hydroxy-6-methoxy-4-phenoxyquinazoline (0.5 g, 1.86 mmol), (prepared as described for the starting material in Example 16), and potassium carbonate (1.2 g, 8.7 mmol) in DMF (60 ml) and the mixture was heated at 85° C. for 2 hours, and was then allowed to cool. The insolubles were removed by filtration, and the volatiles were removed from the filtrate by evaporation to give a residue which was purified by column chromatography eluting with meth... Conditions: temperature 85 celsius. The reactants are BrCCBr (1,2-Dibromoethane), OC1=C(C=C2C(=NC=NC2=C1)OC1=CC=CC=C1)OC (7-hydroxy-6-methoxy-4-phenoxyquinazoline), C([O-])([O-])=O.[K+].[K+] (potassium carbonate). Run in CN(C)C=O (DMF). Yields the product BrCCOC1=C(C=C2C(=NC=NC2=C1)OC1=CC=CC=C1)OC (7-(2-bromoethoxy)-6-methoxy-4-phenoxyquinazoline). Reaction SMILES: [Br:1][CH2:2][CH2:3]Br.[OH:5][C:6]1[CH:15]=[C:14]2[C:9]([C:10]([O:16][C:17]3[CH:22]=[CH:21][CH:20]=[CH:19][CH:18]=3)=[N:11][CH:12]=[N:13]2)=[CH:8][C:7]=1[O:23][CH3:24].C(=O)([O-])[O-].[K+].[K+]>CN(C=O)C>[Br:1][CH2:2][CH2:3][O:5][C:6]1[CH:15]=[C:14]2[C:9]([C:10]([O:16][C:17]3[CH:22]=[CH:21][CH:20]=[CH:19][CH:18]=3)=[N:11][CH:12]=[N:13]2)=[CH:8][C:7]=1[O:23][CH3:24] |f:2.3.4|.